Dataset: the Open Reaction Database (ORD), a public repository of structured organic reaction records. Task: describe an organic reaction: reactants, conditions, products, and yield Reactants: [Al+3], CCOC(=O)c1ccccc1N(C)C(=O)c1ccc(NC(=O)c2ccccc2-c2ccc(C)cc2)cc1, Cl, [H-], [H-], [H-], [H-], [Li+], C1CCOC1, O. Product: Cc1ccc(-c2ccccc2C(=O)Nc2ccc(C(=O)N(C)c3ccccc3CO)cc2)cc1. Reaction SMILES: [Al+3:39].[CH3:1][c:2]1[cH:3][cH:4][c:5](-[c:8]2[c:9]([C:14](=[O:15])[NH:16][c:17]3[cH:18][cH:19][c:20]([C:21](=[O:22])[N:23]([c:24]4[c:25]([C:30](=[O:31])[O:32][CH2:33][CH3:34])[cH:26][cH:27][cH:28][cH:29]4)[CH3:35])[cH:36][cH:37]3)[cH:10][cH:11][cH:12][cH:13]2)[cH:6][cH:7]1.[ClH:45].[H-:38].[H-:41].[H-:42].[H-:43].[Li+:40].[O:46]1[CH2:47][CH2:48][CH2:49][CH2:50]1.[OH2:44]>>[CH3:1][c:2]1[cH:3][cH:4][c:5](-[c:8]2[c:9]([C:14](=[O:15])[NH:16][c:17]3[cH:18][cH:19][c:20]([C:21](=[O:22])[N:23]([c:24]4[c:25]([CH2:30][OH:31])[cH:26][cH:27][cH:28][cH:29]4)[CH3:35])[cH:36][cH:37]3)[cH:10][cH:11][cH:12][cH:13]2)[cH:6][cH:7]1. Reactants: C(C)(=O)/C(/C(=O)OC)=C/C1=CC=C(C=C1)F (methyl (2Z)-2-acetyl-3-(4-fluorophenyl)-2-propenoate), S(=O)(=O)(O)O.COC(N)=N (O-methyl isourea hydrogensulfate), C(=O)(O)[O-].[Na+] (NaHCO3). The solvent is C(C)O (ethanol). The product is FC1=CC=C(C=C1)C1C(=C(N=C(N1)OC)C)C(=O)OC (METHYL 6-(4-FLUOROPHENYL)-2-METHOXY-4-METHYL-1,6-DIHYDRO-5-PYRIMIDINECARBOXYLATE). RXN SMILES: [C:1](/[C:4](=[CH:9]/[C:10]1[CH:15]=[CH:14][C:13]([F:16])=[CH:12][CH:11]=1)/[C:5]([O:7][CH3:8])=[O:6])(=O)[CH3:2].S(O)(O)(=O)=O.[CH3:22][O:23][C:24](=[NH:26])[NH2:25].C([O-])(O)=O.[Na+]>C(O)C>[F:16][C:13]1[CH:14]=[CH:15][C:10]([CH:9]2[NH:26][C:24]([O:23][CH3:22])=[N:25][C:1]([CH3:2])=[C:4]2[C:5]([O:7][CH3:8])=[O:6])=[CH:11][CH:12]=1 |f:1.2,3.4|. Reported procedure: A mixture of methyl (2Z)-2-acetyl-3-(4-fluorophenyl)-2-propenoate (0.220 mole, 48.8 g), O-methyl isourea hydrogensulfate (53.40 g, 0.310 mol, 1.5 eq.), NaHCO3 (61.74 g, 0.74 mole, 3.5 equiv.) and ethanol (1.2 L) was refluxed for 24 h, cooled to room temperature, and filtered. The solid was washed with ethanol (200 mL) and the combined filtrate was concentrated in vacuo. The residue was purified by chromatography (silica gel, hexanes/EtOAc/Et3N 50:50:0.1) to yield a mixture of tautomers (4:1, 33.... Reactants: S(=O)(Cl)Cl (thionyl chloride), S(=O)(Cl)Cl (thionyl chloride), C(C)(=O)OC1=C(C(=O)O)C=C(C(=C1)NC(=O)C)Cl (2-acetoxy 4-acetamino 5-chlorobenzoic acid), C(C)(=O)OC1=C(C(=O)O)C=C(C(=C1)NC(=O)C)Cl (2-acetoxy 4-acetamino 5chlorobenzoic acid). Product: C(C)(=O)OC1=C(C(=O)Cl)C=C(C(=C1)NC(=O)C)Cl (2-acetoxy 4-acetamino 5-chlorobenzoyl Chloride). Reaction SMILES: S(Cl)([Cl:3])=O.[C:5]([O:8][C:9]1[CH:17]=[C:16]([NH:18][C:19]([CH3:21])=[O:20])[C:15]([Cl:22])=[CH:14][C:10]=1[C:11](O)=[O:12])(=[O:7])[CH3:6]>>[C:5]([O:8][C:9]1[CH:17]=[C:16]([NH:18][C:19]([CH3:21])=[O:20])[C:15]([Cl:22])=[CH:14][C:10]=1[C:11]([Cl:3])=[O:12])(=[O:7])[CH3:6]. Procedure: 501 g of thionyl chloride and 71.5 g of 2-acetoxy 4-acetamino 5-chlorobenzoic acid were introduced into a two liter balloon flask provided with a reflux condenser. Heating was effected by a water bath under reflux until dissolution of reactants occurred. Some cooling was applied and 71.5 g of 2-acetoxy 4-acetamino 5chlorobenzoic acid was added. Heating was effected as before under reflux for a period of 1 hour, but without causing the acid to dissolve. 63 g of thionyl chloride was added. The aci... The reactants are C1=CC=C2C(C3=CC=CC=C3C=CC2=C1)O (Dibenzosuberenol), C (charcoal), [N+](=O)([O-])CC(=O)OCC (ethyl nitroacetate), C(C)OCC (diethyl ether). The solvent is CO (methanol). Run at temperature 120 celsius, time 2.5 hour. Product: [N+](=O)([O-])C(C(=O)OCC)C1C2=C(C=CC3=C1C=CC=C3)C=CC=C2 (Ethyl α-nitro-5H-dibenzo[a,d]cycloheptene-5-acetate). The yield is 41.3%. Reaction SMILES: [CH:1]1[CH:15]=[C:14]2[C:4]([CH:5](O)[C:6]3[C:11]([CH:12]=[CH:13]2)=[CH:10][CH:9]=[CH:8][CH:7]=3)=[CH:3][CH:2]=1.[N+:17]([CH2:20][C:21]([O:23][CH2:24][CH3:25])=[O:22])([O-:19])=[O:18].C(OCC)C.C>CO>[N+:17]([CH:20]([CH:5]1[C:4]2[CH:3]=[CH:2][CH:1]=[CH:15][C:14]=2[CH:13]=[CH:12][C:11]2[CH:10]=[CH:9][CH:8]=[CH:7][C:6]1=2)[C:21]([O:23][CH2:24][CH3:25])=[O:22])([O-:19])=[O:18]. Procedure details: Dibenzosuberenol (42 g, 0.2 mol) is combined with ethyl nitroacetate (25 mL, 0.23 mol) and the mixture is heated at 120° C. (oil bath) until melted and then kept at 110° C. for 2.5 hours. The oil bath is removed and the cooled reaction mixture is dissolved in 50 mL of methanol and taken up into 350 mL of boiling diethyl ether. The dark solution is treated with charcoal, filtered, and cooled overnight. A precipitate is collected by filtration, washed with hexane, diethyl ether, dried under vacuum... Reactants: [Na] (sodium), C(C)(=O)O (acetic acid), C(C)OP(O)(=O)CCCC (n-butylphosphonic acid ethyl ester), C(C=C)#N (acrylonitrile). Solvent: C(C)O (ethanol), C(C)O (ethanol). Product: C(C)OP(=O)(CCCC)CCC#N (2-cyanoethyl(n-butyl)phosphinic acid ethyl ester). Reaction SMILES: [CH2:1]([O:3][P:4]([CH2:7][CH2:8][CH2:9][CH3:10])(=[O:6])O)[CH3:2].[C:11](#[N:14])[CH:12]=[CH2:13].[Na].C(O)(=O)C>C(O)C>[CH2:1]([O:3][P:4]([CH2:13][CH2:12][C:11]#[N:14])([CH2:7][CH2:8][CH2:9][CH3:10])=[O:6])[CH3:2] |^1:14|. Procedure details: 15.0 g of n-butylphosphonic acid ethyl ester and 5.3 g of acrylonitrile are dissolved under argon in 25 ml of ethanol. The solution is cooled to 10°, and a solution of 1.15 g of sodium in 50 ml of ethanol is added dropwise, whereupon an exothermic reaction takes place. The mixture is then heated under reflux for one hour and cooled to room temperature, and 3.3 g of glacial acetic acid are added. The solvent is removed and the residue is taken up in dichloromethane. The resulting solution is wash... Reactants: NC1=NC(=NC(=N1)OCC(F)(F)F)OC (2-amino-4-(2,2,2-trifluoroethoxy)-6-methoxy-1,3,5-triazine), C(C)OC1=C(C=CC=C1)S(=O)(=O)N=C=O (2-ethoxybenzenesulfonyl isocyanate). Solvent: C(Cl)Cl (methylene chloride). Reaction conditions: time 3 day. Product: C(C)OC1=C(C=CC=C1)S(=O)(=O)NC(=O)NC1=NC(=NC(=N1)OC)OCC(F)(F)F (2-Ethoxy-N-[[4-methoxy-6-(2,2,2-trifluoroethoxy)-1,3,5-triazin-2-yl]aminocarbonyl]benzenesulfonamide). Yield: 76.8%. RXN SMILES: [NH2:1][C:2]1[N:7]=[C:6]([O:8][CH2:9][C:10]([F:13])([F:12])[F:11])[N:5]=[C:4]([O:14][CH3:15])[N:3]=1.[CH2:16]([O:18][C:19]1[CH:24]=[CH:23][CH:22]=[CH:21][C:20]=1[S:25]([N:28]=[C:29]=[O:30])(=[O:27])=[O:26])[CH3:17]>C(Cl)Cl>[CH2:16]([O:18][C:19]1[CH:24]=[CH:23][CH:22]=[CH:21][C:20]=1[S:25]([NH:28][C:29]([NH:1][C:2]1[N:3]=[C:4]([O:14][CH3:15])[N:5]=[C:6]([O:8][CH2:9][C:10]([F:11])([F:13])[F:12])[N:7]=1)=[O:30])(=[O:26])=[O:27])[CH3:17]. Procedure details: To 1.9 g of 2-amino-4-(2,2,2-trifluoroethoxy)-6-methoxy-1,3,5-triazine suspended in 50 mL of dry methylene chloride was added 2.4 g of 2-ethoxybenzenesulfonyl isocyanate. The mixture was stirred at ambient temperature for three days, filtered, and the filtrate stripped to an oil which crystallized. The solid was triturated with n-butyl chloride and collected to give 2.94 g of white solid with m.p. 180°-181° (dec). The reactants are COC(=O)C1CCN(c2ccc([N+](=O)[O-])c3c2CN(C)C3=O)CC1, CO, [H][H]. RXN SMILES: [CH3:1][N:2]1[C:3](=[O:24])[c:4]2[c:5]([N+:21]([O-:22])=[O:23])[cH:6][cH:7][c:8]([N:11]3[CH2:12][CH2:13][CH:14]([C:17](=[O:18])[O:19][CH3:20])[CH2:15][CH2:16]3)[c:9]2[CH2:10]1.[CH3:27][OH:28].[H:25][H:26]>>[CH3:1][N:2]1[C:3](=[O:24])[c:4]2[c:5]([NH2:21])[cH:6][cH:7][c:8]([N:11]3[CH2:12][CH2:13][CH:14]([C:17](=[O:18])[O:19][CH3:20])[CH2:15][CH2:16]3)[c:9]2[CH2:10]1. The product is COC(=O)C1CCN(c2ccc(N)c3c2CN(C)C3=O)CC1. Starting materials: [Cl-].O[NH3+] (hydroxylammonium chloride), C(O)([O-])=O.[Na+] (sodium hydrogen carbonate), CS(=O)C (dimethyl sulfoxide), OC(C(OC1=CC=C(C=C1)N1C=2N(C(=C(C1=O)CC1=CC=C(C=C1)C=1C(=CC=CC1)C#N)CCC)N=CN2)(C)C)(C)C (4′-({4-[4-(2-hydroxy-1,1,2-trimethylpropoxy)phenyl]-5-oxo-7-propyl-4,5-dihydro[1,2,4]triazolo[1,5-a]pyrimidin-6-yl}methyl)biphenyl-2-carbonitrile). Run in C(C)(=O)OCC (ethyl acetate). The product is OC(C(OC1=CC=C(C=C1)N1C=2N(C(=C(C1=O)CC1=CC=C(C=C1)C1=C(C=CC=C1)C1=NOC(N1)=O)CCC)N=CN2)(C)C)(C)C (4-[4-(2-hydroxy-1,1,2-trimethylpropoxy)phenyl]-6-{[2′-(5-oxo-4,5-dihydro-1,2,4-oxadiazol-3-yl)biphenyl-4-yl]methyl}-7-propyl[1,2,4]triazolo[1,5-a]pyrimidin-5(4H)-one). Yield: 48.0%. Conditions: temperature 50 celsius, time 30 minute. As a reaction SMILES: [Cl-].O[NH3+:3].[C:4](=[O:7])([O-])[OH:5].[Na+].CS(C)=O.[OH:13][C:14]([CH3:54])([CH3:53])[C:15]([CH3:52])([CH3:51])[O:16][C:17]1[CH:22]=[CH:21][C:20]([N:23]2[C:28](=[O:29])[C:27]([CH2:30][C:31]3[CH:36]=[CH:35][C:34]([C:37]4[C:38]([C:43]#[N:44])=[CH:39][CH:40]=[CH:41][CH:42]=4)=[CH:33][CH:32]=3)=[C:26]([CH2:45][CH2:46][CH3:47])[N:25]3[N:48]=[CH:49][N:50]=[C:24]23)=[CH:19][CH:18]=1>C(OCC)(=O)C>[OH:13][C:14]([CH3:53])([CH3:54])[C:15]([CH3:52])([CH3:51])[O:16][C:17]1[CH:22]=[CH:21][C:20]([N:23]2[C:28](=[O:29])[C:27]([CH2:30][C:31]3[CH:36]=[CH:35][C:34]([C:37]4[CH:42]=[CH:41][CH:40]=[CH:39][C:38]=4[C:43]4[NH:3][C:4](=[O:7])[O:5][N:44]=4)=[CH:33][CH:32]=3)=[C:26]([CH2:45][CH2:46][CH3:47])[N:25]3[N:48]=[CH:49][N:50]=[C:24]23)=[CH:19][CH:18]=1 |f:0.1,2.3|. Reported procedure: A mixture of hydroxylammonium chloride (1.5 g), sodium hydrogen carbonate (2.2 g) and dimethyl sulfoxide (9 mL) was stirred at 50° C. for 30 min, 4′-({4-[4-(2-hydroxy-1,1,2-trimethylpropoxy)phenyl]-5-oxo-7-propyl-4,5-dihydro[1,2,4]triazolo[1,5-a]pyrimidin-6-yl}methyl)biphenyl-2-carbonitrile (0.98 g) was added, and the mixture was stirred at 90° C. for 15 hr. The reaction mixture was diluted with ethyl acetate, washed with water and then with saturated brine, and dried over anhydrous magnesium su...